From a dataset of the Open Reaction Database (ORD), a public repository of structured organic reaction records. describe an organic reaction: reactants, conditions, products, and yield As a reaction SMILES: [ClH:1].[CH3:2][O:3]/[N:4]=[C:5](\[C:12]([NH:14][C@@H:15]1[C:18](=[O:19])[N:17]2[C:20]([C:33]([OH:35])=[O:34])=[C:21]([CH2:24][S:25][C:26]([C:28]3[O:32][CH:31]=[CH:30][CH:29]=3)=[O:27])[CH2:22][S:23][C@H:16]12)=[O:13])/[C:6]1[N:10]=[C:9]([NH2:11])[S:8][CH:7]=1>O.CC(C)=O>[CH3:2][O:3]/[N:4]=[C:5](\[C:12]([NH:14][C@@H:15]1[C:18](=[O:19])[N:17]2[C:20]([C:33]([OH:35])=[O:34])=[C:21]([CH2:24][S:25][C:26]([C:28]3[O:32][CH:31]=[CH:30][CH:29]=3)=[O:27])[CH2:22][S:23][C@H:16]12)=[O:13])/[C:6]1[N:10]=[C:9]([NH2:11])[S:8][CH:7]=1.[ClH:1] |f:2.3,4.5|. Product: CO/N=C(/C1=CSC(=N1)N)\C(=O)N[C@H]2[C@@H]3N(C2=O)C(=C(CS3)CSC(=O)C4=CC=CO4)C(=O)O.Cl (ceftiofur hydrochloride). The reactants are Cl (hydrochloric acid), CO/N=C(/C1=CSC(=N1)N)\C(=O)N[C@H]2[C@@H]3N(C2=O)C(=C(CS3)CSC(=O)C4=CC=CO4)C(=O)O (ceftiofur). The solvent is O.CC(=O)C (water acetone). Reported procedure: The preparation of crystalline ceftiofur hydrochloride is considered to involve a typical crystallization. Several methods for the preparation of ceftiofur hydrochloride are described in U.S. Pat. No. 4,902,683. In one readily used method, once the hydrochloride salt is obtained by adding hydrochloric acid to a water/acetone solution of ceftiofur, the resulting solution is cooled slowly to obtain crystalline ceftiofur hydrochloride. The reactants are S(O)(O)=O (sulfurous acid), N(=O)[O-].[Na+] (sodium nitrite), FC1=C(C=C(C=C1)N)C (4-Fluoro-3-methyl-phenylamine), FC(C(=O)O)(F)F (trifluoroacetic acid), Cl (hydrochloric acid). The reagents and catalysts are [Cu](Cl)Cl (copper(II) chloride), [Cu]Cl (copper(I) chloride). Run in C(C)(=O)O (acetic acid), O (water), O (water). Conditions: temperature 0 celsius, time 10 minute. The product is FC1=C(C=C(C=C1)S(=O)(=O)Cl)C (4-fluoro-3-methyl-benzenesulfonyl chloride). The yield is 31.2%. Reaction SMILES: [F:1][C:2]1[CH:7]=[CH:6][C:5](N)=[CH:4][C:3]=1[CH3:9].FC(F)(F)C(O)=O.[ClH:17].N([O-])=O.[Na+].[S:22](=[O:25])(O)[OH:23]>O.[Cu](Cl)Cl.[Cu]Cl.C(O)(=O)C>[F:1][C:2]1[CH:7]=[CH:6][C:5]([S:22]([Cl:17])(=[O:25])=[O:23])=[CH:4][C:3]=1[CH3:9] |f:3.4|. Procedure details: 4-Fluoro-3-methyl-phenylamine (10 g, 79.9 mmol) was mixed with trifluoroacetic acid (100 mL) in a 250 mL flask. After the mixture was cooled to 0° C., concentrated hydrochloric acid (10 mL) was added slowly, followed by addition of a solution of sodium nitrite (6.95 g, 100.67 mmol) in water (5 mL) dropwise over 20 minutes at 0° C. The mixture was stirred for another 10 minutes, and then poured into a stirred mixture of acetic acid (120 mL), sulfurous acid (0.94 N aqueous sulfur dioxide solution,... The reactants are C12C(CC(C=C1)C2)S(=O)(=O)N (5-norbornene-2-sulfonamide), C([O-])(O)=O.[Na+] (sodium bicarbonate), ClCCl (dichloromethane), ClC1=CC(=CC=C1)C(=O)OO (m-chloroperbenzoic acid). Product: O1C2C3CC(C(C21)C3)S(=O)(=O)N (5,6-epoxy-2-norbornanesulfonamide). Reported procedure: To a four-necked flask having an inner volume of 500 ml and equipped with an electromagnetic stirring device, a nitrogen inlet tube, and a thermometer, there were charged 10.0 g (57.7 mmol) of 5-norbornene-2-sulfonamide, 15.1 g (180.0 mmol) of sodium bicarbonate, and 200 g of dichloromethane. After cooling the mixture to 5° C., 14.8 g (60.0 mmol) of 70% m-chloroperbenzoic acid was added thereto over a 20 minute period, and the mixture was stirred at 5° C. for 2 hours. To the reaction mixture was... Run in O (water). Isolated yield 63.1%. RXN SMILES: [CH:1]12[CH2:7][CH:4]([CH:5]=[CH:6]1)[CH2:3][CH:2]2[S:8]([NH2:11])(=[O:10])=[O:9].C(=O)(O)[O-:13].[Na+].ClCCl.ClC1C=CC=C(C(OO)=O)C=1>O>[O:13]1[CH:6]2[CH:5]1[CH:4]1[CH2:7][CH:1]2[CH:2]([S:8]([NH2:11])(=[O:9])=[O:10])[CH2:3]1 |f:1.2|. Conditions: temperature 5 celsius, time 20 minute. Reactants: O1CCCC1 (tetrahydrofuran), [OH-].[Na+] (sodium hydroxide), C(C)(=O)OC1CN(CCC1(OC)OC)C(=O)OC(C)(C)C (tert-Butyl 3-acetoxy-4,4-dimethoxypiperidine-1-carboxylate), N1=CC=CC=C1 (pyridine). Reagents/catalysts: [CH3-].C[Al]C.[CH-]1C=CC=C1.[CH-]1C=CC=C1.[Cl-].[Ti+4] (Tebbe's reagent). The solvent is ClCCl (dichloromethane), C1(=CC=CC=C1)C (toluene). Run at temperature -40 celsius, time 1.5 hour. Product: C(C)(C)OC1CN(CCC1(OC)OC)C(=O)OC(C)(C)C (tert-Butyl 3-isopropoxy-4,4-dimethoxypiperidine-1-carboxylate). Yield: 47.0%. As a reaction SMILES: [C:1]([O:4][CH:5]1[C:10]([O:13][CH3:14])([O:11][CH3:12])[CH2:9][CH2:8][N:7]([C:15]([O:17][C:18]([CH3:21])([CH3:20])[CH3:19])=[O:16])[CH2:6]1)(=O)[CH3:2].O1CCC[CH2:23]1.N1C=CC=CC=1.[OH-].[Na+]>C1(C)C=CC=CC=1.[CH3-].C[Al]C.[CH-]1C=CC=C1.[CH-]1C=CC=C1.[Cl-].[Ti+4].ClCCl>[CH:1]([O:4][CH:5]1[C:10]([O:13][CH3:14])([O:11][CH3:12])[CH2:9][CH2:8][N:7]([C:15]([O:17][C:18]([CH3:21])([CH3:20])[CH3:19])=[O:16])[CH2:6]1)([CH3:23])[CH3:2] |f:3.4,6.7.8.9.10.11,^1:43|. Procedure: tert-Butyl 3-acetoxy-4,4-dimethoxypiperidine-1-carboxylate obtained in Example (147a) (1.58 g, 4.94 mmol) was dissolved in toluene (22.5 mL), tetrahydrofuran (7.5 mL) and pyridine (0.75 mL), followed by cooling to −40° C. Tebbe's reagent (0.5 M solution in toluene, 25 mL, 12.5 mmol) was added at the same temperature, and the mixture was stirred at −10 to −40° C. for 1.5 hours. A 1 N aqueous sodium hydroxide solution and dichloromethane were added, and the precipitate was filtered off. The organi... The reactants are CC1=C(C(CCC1)(C)C)/C=C/CN(C)C ([3-(2,6,6-trimethyl-1-cyclohexenyl)-2(trans)-propenyl]dimethylamine), C(C#C)Br (propargylbromide), CO (methanol). Product: [Br-].CC1=C(C(CCC1)(C)C)/C=C/C[N+](CC#C)(C)C ([3-(2,6,6-trimethyl-1-cyclohexenyl)-2(trans)-propenyl]dimethylpropargylammonium bromide). As a reaction SMILES: [CH3:1][C:2]1[CH2:7][CH2:6][CH2:5][C:4]([CH3:9])([CH3:8])[C:3]=1/[CH:10]=[CH:11]/[CH2:12][N:13]([CH3:15])[CH3:14].[CH2:16]([Br:19])[C:17]#C.[CH3:20]O>>[Br-:19].[CH3:1][C:2]1[CH2:7][CH2:6][CH2:5][C:4]([CH3:8])([CH3:9])[C:3]=1/[CH:10]=[CH:11]/[CH2:12][N+:13]([CH3:20])([CH3:15])[CH2:14][C:16]#[CH:17] |f:3.4|. Procedure: A solution of [3-(2,6,6-trimethyl-1-cyclohexenyl)-2(trans)-propenyl]dimethylamine (2.0 g) and propargylbromide (2.0 g) in methanol (20 cc) was refluxed for 1 hour, and concentrated. To the residue was added water, and the aqueous solution was washed with ether and extracted with chloroform. The chloroform layer was dried and concentrated to dryness to give an oil (2.9 g) of [3-(2,6,6-trimethyl-1-cyclohexenyl)-2(trans)-propenyl]dimethylpropargylammonium bromide. The reactants are ClCC1=CC=C(C=C1)[C@H](C)NC1=NC=CC(=N1)N1C(OC[C@@H]1C(C)C)=O ((S)-3-(2-((S)-1-(4-(chloromethyl)phenyl)ethylamino)pyrimidin-4-yl)-4-isopropyloxazolidin-2-one), N=1C=CN2C1CNCC2 (5,6,7,8-tetrahydroimidazo[1,2-a]pyrazine). The solvent is CS(=O)C (DMSO), CCOC(=O)C (EtOAc). Yields the product N=1C=CN2C1CN(CC2)CC2=CC=C(C=C2)[C@H](C)NC2=NC=CC(=N2)N2C(OC[C@@H]2C(C)C)=O ((S)-3-(2-((S)-1-(4-((5,6-dihydroimidazo[1,2-a]pyrazin-7(8H)-yl)methyl)phenyl)ethylamino)pyrimidin-4-yl)-4-isopropyloxazolidin-2-one). The yield is 62.8%. RXN SMILES: Cl[CH2:2][C:3]1[CH:8]=[CH:7][C:6]([C@@H:9]([NH:11][C:12]2[N:17]=[C:16]([N:18]3[C@@H:22]([CH:23]([CH3:25])[CH3:24])[CH2:21][O:20][C:19]3=[O:26])[CH:15]=[CH:14][N:13]=2)[CH3:10])=[CH:5][CH:4]=1.[N:27]1[CH:28]=[CH:29][N:30]2[CH2:35][CH2:34][NH:33][CH2:32][C:31]=12>CS(C)=O.CCOC(C)=O>[N:27]1[CH:28]=[CH:29][N:30]2[CH2:35][CH2:34][N:33]([CH2:2][C:3]3[CH:8]=[CH:7][C:6]([C@@H:9]([NH:11][C:12]4[N:17]=[C:16]([N:18]5[C@@H:22]([CH:23]([CH3:25])[CH3:24])[CH2:21][O:20][C:19]5=[O:26])[CH:15]=[CH:14][N:13]=4)[CH3:10])=[CH:5][CH:4]=3)[CH2:32][C:31]=12. Procedure details: A solution of (S)-3-(2-((S)-1-(4-(chloromethyl)phenyl)ethylamino)pyrimidin-4-yl)-4-isopropyloxazolidin-2-one (75 mg, 0.2 mmol) and 5,6,7,8-tetrahydroimidazo[1,2-a]pyrazine (25 mg, 0.2 mmol) in DMSO (2 mL) was heated at 80° C. for 16 h. The reaction mixture was diluted with EtOAc (20 mL) and washed with water (20 mL). After separation, the aqueous phase was washed with EtOAc (2×15 mL). Combined organics were dried over Na2SO4, filtered and concentrated. Silica gel column chromatography (MeOH in C... Starting materials: O=C(Cl)c1cccc(Cl)c1, O=C(Cl)c1cccc(S(=O)(=O)F)c1, NCc1ccccn1. Yields the product O=C(NCc1ccccn1)c1cccc(S(=O)(=O)F)c1. As a reaction SMILES: [Cl:1][c:2]1[cH:3][c:4]([C:8]([Cl:9])=[O:10])[cH:5][cH:6][cH:7]1.[F:11][S:12](=[O:13])(=[O:14])[c:15]1[cH:16][c:17]([C:18](=[O:19])[Cl:20])[cH:21][cH:22][cH:23]1.[NH2:24][CH2:25][c:26]1[n:27][cH:28][cH:29][cH:30][cH:31]1>>[F:11][S:12](=[O:13])(=[O:14])[c:15]1[cH:16][c:17]([C:18](=[O:19])[NH:24][CH2:25][c:26]2[n:27][cH:28][cH:29][cH:30][cH:31]2)[cH:21][cH:22][cH:23]1. Reactants: CC([C@@H](C(N1[C@@H](CCC1)C(NC1=CC=C(C=C1)CN(CC1=CC=C(C=C1)NC(=O)[C@H]1NCCC1)C1=CC=CC=C1)=O)=O)NC(OC)=O)(C)C (Methyl (S)-3,3-dimethyl-1-oxo-1-((S)-2-(4-((phenyl(4-((S)-pyrrolidine-2-carboxamido)benzyl)amino)methyl)phenylcarbamoyl)pyrrolidin-1-yl)butan-2-ylcarbamate), O1CCN(CC1)[C@@H](C(=O)O)C1=CC=CC=C1 ((R)-2-morpholino-2-phenylacetic acid). The product is COC(=O)N[C@@H](C(C)(C)C)C(=O)N1[C@H](C(=O)NC2=CC=C(C=C2)CN(C2=CC=CC=C2)CC2=CC=C(C=C2)NC([C@H]2N(CCC2)C([C@@H](C2=CC=CC=C2)N2CCOCC2)=O)=O)CCC1 (N-(methoxycarbonyl)-3-methyl-L-valyl-N-[4-({[4-({1-[(2R)-2-morpholin-4-yl-2-phenylacetyl]-L-prolyl}amino)benzyl](phenyl)amino}methyl)phenyl]-L-prolinamide). Isolated yield 66.9%. Reaction SMILES: [CH3:1][C:2]([CH3:49])([CH3:48])[C@H:3]([NH:43][C:44](=[O:47])[O:45][CH3:46])[C:4](=[O:42])[N:5]1[CH2:9][CH2:8][CH2:7][C@H:6]1[C:10](=[O:41])[NH:11][C:12]1[CH:17]=[CH:16][C:15]([CH2:18][N:19]([C:35]2[CH:40]=[CH:39][CH:38]=[CH:37][CH:36]=2)[CH2:20][C:21]2[CH:26]=[CH:25][C:24]([NH:27][C:28]([C@@H:30]3[CH2:34][CH2:33][CH2:32][NH:31]3)=[O:29])=[CH:23][CH:22]=2)=[CH:14][CH:13]=1.[O:50]1[CH2:55][CH2:54][N:53]([C@H:56]([C:60]2[CH:65]=[CH:64][CH:63]=[CH:62][CH:61]=2)[C:57](O)=[O:58])[CH2:52][CH2:51]1>>[CH3:46][O:45][C:44]([NH:43][C@H:3]([C:4]([N:5]1[CH2:9][CH2:8][CH2:7][C@H:6]1[C:10]([NH:11][C:12]1[CH:13]=[CH:14][C:15]([CH2:18][N:19]([CH2:20][C:21]2[CH:26]=[CH:25][C:24]([NH:27][C:28](=[O:29])[C@@H:30]3[CH2:34][CH2:33][CH2:32][N:31]3[C:57](=[O:58])[C@H:56]([N:53]3[CH2:54][CH2:55][O:50][CH2:51][CH2:52]3)[C:60]3[CH:61]=[CH:62][CH:63]=[CH:64][CH:65]=3)=[CH:23][CH:22]=2)[C:35]2[CH:36]=[CH:37][CH:38]=[CH:39][CH:40]=2)=[CH:16][CH:17]=1)=[O:41])=[O:42])[C:2]([CH3:49])([CH3:48])[CH3:1])=[O:47]. Procedure details: The product from Example 10A (40 mg, 0.060 mmol) and the product of Example 57A (19.9 mg, 0.090 mmol) were processed using the method described in Example 43 to afford 35 mg (67%) of the title compound. 1H NMR (500 MHz, DMSO-D6) δ ppm 9.80 (s, 1H), 9.78 (s, 1H), 7.35 (m, 3H), 7.28 (m, 2H), 7.14 (m, 3H), 6.97 (m, 4H), 6.88 (m, 3H), 6.46 (d, J=8.1 Hz, 2H), 6.37 (t, J=7.2 Hz, 1H), 4.40 (bs, 4H), 4.22 (m, 1H), 4.11 (m, 1H), 4.05 (m, 2H), 3.67 (m, 1H), 3.57 (m, 1H), 3.43 (m, 1H), 3.34 (s, 3H), 3.30 (...